Dataset: the Open Reaction Database (ORD), a public repository of structured organic reaction records. Task: describe an organic reaction: reactants, conditions, products, and yield Starting materials: ClC1=C(C(=O)OCC(F)(F)F)C=C(C(=C1)Cl)F (2,2,2-trifluoroethyl 2,4-dichloro-5-fluorobenzoate), [F-].[K+] (potassium fluoride). Yields the product ClC1=C(C(=O)OCC(F)(F)F)C=C(C(=C1)F)F (2,2,2-trifluoroethyl 2-chloro-4,5-difluorobenzoate). Yield: 87.2%. As a reaction SMILES: [Cl:1][C:2]1[CH:15]=[C:14](Cl)[C:13]([F:17])=[CH:12][C:3]=1[C:4]([O:6][CH2:7][C:8]([F:11])([F:10])[F:9])=[O:5].[F-:18].[K+]>>[Cl:1][C:2]1[CH:15]=[C:14]([F:18])[C:13]([F:17])=[CH:12][C:3]=1[C:4]([O:6][CH2:7][C:8]([F:11])([F:10])[F:9])=[O:5] |f:1.2|. Procedure details: Into a 1 l glass reactor equipped with a condenser, 291 g (1 mol) of 2,2,2-trifluoroethyl 2,4-dichloro-5-fluorobenzoate, 87 g (1.5 mol) of spray dried potassium fluoride and 500 g of sulforane were charged and reacted at 180° C. for 9 hours under vigorous stirring. After cooling, the inorganic salt was removed by filtration, and the filtrate was distilled under reduced pressure to obtain 239.4 g (yield: 87.2%) of 2,2,2-trifluoroethyl 2-chloro-4,5-difluorobenzoate. Reported procedure: Anhydrous piperazine (13.41 g) and 2-bromo-5-chloro-3-methoxypridine (3.50 g) were heated in an autoclave at 100° C. for 20 h. The mixture was dissolved in water (10 mL) and extracted with CH2Cl2 (3×100 mL). The combined organic extracts were washed with a saturated NaCl soution, dried with K2CO3, filtered and concentrated under reduced pressure. Silica gel chromatography (CH2Cl2 /MeOH; 90:10) of the residue yielded product (1.17 g, 33%). The yield is 32.7%. Product: ClC=1C=C(C(=NC1)N1CCNCC1)OC (1-(5-chloro-3-methoxy-2-pyridinyl)piperazine). Run in O (water). The reactants are N1CCNCC1 (piperazine), BrC1=NC=C(C=C1OC)Cl (2-bromo-5-chloro-3-methoxypridine). As a reaction SMILES: [NH:1]1[CH2:6][CH2:5][NH:4][CH2:3][CH2:2]1.Br[C:8]1[C:13]([O:14][CH3:15])=[CH:12][C:11]([Cl:16])=[CH:10][N:9]=1>O>[Cl:16][C:11]1[CH:12]=[C:13]([O:14][CH3:15])[C:8]([N:1]2[CH2:6][CH2:5][NH:4][CH2:3][CH2:2]2)=[N:9][CH:10]=1. The reactants are S(=O)(Cl)Cl (Thionylchloride), ClC1=NC=C(C(=O)O)C=C1 (6-chloro-nicotinic acid), [OH-].[Na+] (sodium hydroxide), C(C)(C)(C)N (tert.-butylamine). The reagents and catalysts are CN(C)C=O (DMF). Solvent: C1(=CC=CC=C1)C (toluene). Conditions: temperature 80 celsius, time 30 minute. Product: C(C)(C)(C)NC(C1=CN=C(C=C1)Cl)=O (N-tert.-butyl-6-chloro-nicotinamide). Isolated yield 93.9%. As a reaction SMILES: S(Cl)(Cl)=O.[Cl:5][C:6]1[CH:14]=[CH:13][C:9]([C:10]([OH:12])=O)=[CH:8][N:7]=1.[C:15]([NH2:19])([CH3:18])([CH3:17])[CH3:16].[OH-].[Na+]>C1(C)C=CC=CC=1.CN(C=O)C>[C:15]([NH:19][C:10](=[O:12])[C:9]1[CH:13]=[CH:14][C:6]([Cl:5])=[N:7][CH:8]=1)([CH3:18])([CH3:17])[CH3:16] |f:3.4|. Procedure: 25.7 ml (349 mMol) Thionylchloride and 0.5 ml (6.35 mMol) DMF were added to a suspension of 50.0 g (317 mMol) 6-chloro-nicotinic acid in 250 ml toluene and the reaction mixture was heated to 80° C. for 2 hours. After cooling to 10° C., 100.5 ml (952 mMol) tert.-butylamine were added over 40 minutes and stirring was pursued for 30 minutes at the same temperature. 250 ml Aqueous sodium hydroxide 2N were added and the mixture was stirred 30 minutes at room temperature. Dilution with 300 ml water an... Reactants: ClC1=C2C(=NC=C1)NC=C2 (4-chloro-1H-pyrrolo[2,3-b]pyridine), [OH-].[Na+] (sodium hydroxide), CO (methanol), C(=O)=O (carbon dioxide). Run in O (water). Reaction conditions: temperature 170 celsius. Product: COC1=C2C(=NC=C1)NC=C2 (4-methoxy-1H-pyrrolo[2,3-b]pyridine). Reaction SMILES: Cl[C:2]1[CH:7]=[CH:6][N:5]=[C:4]2[NH:8][CH:9]=[CH:10][C:3]=12.[OH-].[Na+].CO.[C:15](=O)=[O:16]>O>[CH3:15][O:16][C:2]1[CH:7]=[CH:6][N:5]=[C:4]2[NH:8][CH:9]=[CH:10][C:3]=12 |f:1.2|. Reported procedure: To 4-chloro-1H-pyrrolo[2,3-b]pyridine [2.3 g, Reference Example 64] in a stainless steel pressure vessel was added sodium hydroxide (2 g), and methanol (40 mL). The pressure vessel was sealed and heated at 170° C. for 4 hours. After cooling, water (100 mL) was added and the mixture was neutralised by addition of excess solid carbon dioxide pellets (30 g). After concentration to a slurry and filtration, the residue was washed twice with water (5 mL) to afford 4-methoxy-1H-pyrrolo[2,3-b]pyridine a...